Dataset: the Open Reaction Database (ORD), a public repository of structured organic reaction records. Task: describe an organic reaction: reactants, conditions, products, and yield Reactants: ClC1=C(C(=CC=C1C)Cl)NC1=C(C=CC=C1)CON (O-[2-[(2,6-dichloro-3-methylphenyl)amino]phenylmethyl]hydroxylamine), OC(C=O)CO (2,3-dihydroxypropionaldehyde). Yields the product ClC1=C(C(=CC=C1C)Cl)NC1=C(C=CC=C1)CON=CC(CO)O (2,3-dihydroxypropionaldehyde-O-[2-[(2,6-dichloro-3-methylphenyl)amino]phenymethyl] oxime). As a reaction SMILES: [Cl:1][C:2]1[C:7]([CH3:8])=[CH:6][CH:5]=[C:4]([Cl:9])[C:3]=1[NH:10][C:11]1[CH:16]=[CH:15][CH:14]=[CH:13][C:12]=1[CH2:17][O:18][NH2:19].[OH:20][CH:21]([CH2:24]O)[CH:22]=[O:23]>>[Cl:1][C:2]1[C:7]([CH3:8])=[CH:6][CH:5]=[C:4]([Cl:9])[C:3]=1[NH:10][C:11]1[CH:16]=[CH:15][CH:14]=[CH:13][C:12]=1[CH2:17][O:18][N:19]=[CH:24][CH:21]([OH:20])[CH2:22][OH:23]. Procedure details: The title compound is prepared by the reaction of O-[2-[(2,6-dichloro-3-methylphenyl)amino]phenylmethyl]hydroxylamine, prepared as in Example 1, steps 1-3, with 2,3-dihydroxypropionaldehyde. Reactants: ClC1=C(C=C(C=N1)OC[C@H]1NCCC1)C1=CC=C(C=C1)Cl (6-Chloro-5-(4-chlorophenyl)-3-(2-(S)-pyrrolidinylmethoxy)pyridine), C=O (formalin), C(#N)[BH3-].[Na+] (sodium cyanoborohydride), C(C)(=O)O (acetic acid). Run in CCO (EtOH). Conditions: temperature 25 celsius, time 16 hour. The product is Cl.Cl.ClC1=C(C=C(C=N1)OC[C@H]1N(CCC1)C)C1=CC=C(C=C1)Cl (6-Chloro-5-(4-chlorophenyl)-3-(1-methyl-2-(S)-pyrrolidinylmethoxy)pyridine dihydrochloride). The yield is 96.0%. Reaction SMILES: [Cl:1][C:2]1[N:7]=[CH:6][C:5]([O:8][CH2:9][C@@H:10]2[CH2:14][CH2:13][CH2:12][NH:11]2)=[CH:4][C:3]=1[C:15]1[CH:20]=[CH:19][C:18]([Cl:21])=[CH:17][CH:16]=1.C=O.[C:24]([BH3-])#N.[Na+].C(O)(=O)C>CCO>[ClH:1].[ClH:1].[Cl:1][C:2]1[N:7]=[CH:6][C:5]([O:8][CH2:9][C@@H:10]2[CH2:14][CH2:13][CH2:12][N:11]2[CH3:24])=[CH:4][C:3]=1[C:15]1[CH:20]=[CH:19][C:18]([Cl:21])=[CH:17][CH:16]=1 |f:2.3,6.7.8|. Procedure details: To a solution of 6-Chloro-5-(4-chlorophenyl)-3-(2-(S)-pyrrolidinylmethoxy)pyridine from step 150b above (270 mg, 0.75 mmol) in EtOH (5.0 mL) was added formalin (37%, 5 mL), sodium cyanoborohydride (240 mg, 3.75 mmol) and acetic acid (0.15 mL), and the mixture was stirred at 25° C. for 16 h. The solvent was concentrated, and solid NaHCO3 was added to the residue. At pH 8 the mixture was extracted with EtOAc, which was dried (MgSO4) and concentrated. (320 mg). The residue was converted to the salt... The product is COC(=O)C(Cc1ccc(-c2cccs2)cc1)NC(=O)OC(C)(C)C. As a reaction SMILES: [CH3:15][O:16][C:17]([CH:18]([NH:19][C:20](=[O:21])[O:22][C:23]([CH3:24])([CH3:25])[CH3:26])[CH2:27][c:28]1[cH:29][cH:30][c:31]([O:34][S:35]([C:36]([F:37])([F:38])[F:39])(=[O:40])=[O:41])[cH:32][cH:33]1)=[O:42].[CH3:43][c:44]1[cH:45][cH:46][cH:47][cH:48][cH:49]1.[CH3:55][c:56]1[cH:57][cH:58][cH:59][cH:60][cH:61]1.[K+:10].[K+:9].[O-:11][C:12]([O-:13])=[O:14].[O:50]=[CH:51][N:52]([CH3:53])[CH3:54].[cH:62]1[cH:63][cH:64][c:65]([P:66]([Pd:67]([P:68]([c:69]2[cH:70][cH:71][cH:72][cH:73][cH:74]2)([c:75]2[cH:76][cH:77][cH:78][cH:79][cH:80]2)[c:81]2[cH:82][cH:83][cH:84][cH:85][cH:86]2)([P:87]([c:88]2[cH:89][cH:90][cH:91][cH:92][cH:93]2)([c:94]2[cH:95][cH:96][cH:97][cH:98][cH:99]2)[c:100]2[cH:101][cH:102][cH:103][cH:104][cH:105]2)[P:106]([c:107]2[cH:108][cH:109][cH:110][cH:111][cH:112]2)([c:113]2[cH:114][cH:115][cH:116][cH:117][cH:118]2)[c:119]2[cH:120][cH:121][cH:122][cH:123][cH:124]2)([c:125]2[cH:126][cH:127][cH:128][cH:129][cH:130]2)[c:131]2[cH:132][cH:133][cH:134][cH:135][cH:136]2)[cH:137][cH:138]1.[s:1]1[c:2]([B:6]([OH:7])[OH:8])[cH:3][cH:4][cH:5]1>>[s:1]1[c:2](-[c:31]2[cH:30][cH:29][c:28]([CH2:27][CH:18]([C:17]([O:16][CH3:15])=[O:42])[NH:19][C:20](=[O:21])[O:22][C:23]([CH3:24])([CH3:25])[CH3:26])[cH:33][cH:32]2)[cH:3][cH:4][cH:5]1. The reactants are COC(=O)C(Cc1ccc(OS(=O)(=O)C(F)(F)F)cc1)NC(=O)OC(C)(C)C, Cc1ccccc1, Cc1ccccc1, [K+], [K+], O=C([O-])[O-], CN(C)C=O, c1ccc(P(c2ccccc2)(c2ccccc2)[Pd](P(c2ccccc2)(c2ccccc2)c2ccccc2)(P(c2ccccc2)(c2ccccc2)c2ccccc2)P(c2ccccc2)(c2ccccc2)c2ccccc2)cc1, OB(O)c1cccs1. Reactants: C(C)(=O)OCC (ethyl acetate), C(C)(C)N(C(C)C)CC (N,N-diisopropylethylamine), OC(C)(C)C=1N=C(NC1C(=O)O)CCC (4-(1-hydroxy-1-methylethyl)-2-propylimidazole-5-carboxylic acid), C(C(C)(C)C)(=O)OCCl (pivaloyloxymethyl chloride). Solvent: O (water), CN(C(C)=O)C (N,N-dimethylacetamide). Reaction conditions: time 10 minute. The product is OC(C)(C)C=1N=C(NC1C(=O)OCOC(C(C)(C)C)=O)CCC (Pivaloyloxymethyl 4-(1-hydroxy-1-methylethyl)-2-propylimidazole-5-carboxylate). RXN SMILES: C(N(CC)C(C)C)(C)C.[OH:10][C:11]([C:14]1[N:15]=[C:16]([CH2:22][CH2:23][CH3:24])[NH:17][C:18]=1[C:19]([OH:21])=[O:20])([CH3:13])[CH3:12].[C:25]([O:31][CH2:32]Cl)(=[O:30])[C:26]([CH3:29])([CH3:28])[CH3:27].C(OCC)(=O)C>CN(C)C(=O)C.O>[OH:10][C:11]([C:14]1[N:15]=[C:16]([CH2:22][CH2:23][CH3:24])[NH:17][C:18]=1[C:19]([O:21][CH2:32][O:31][C:25](=[O:30])[C:26]([CH3:29])([CH3:28])[CH3:27])=[O:20])([CH3:13])[CH3:12]. Reported procedure: 1.76 ml of N,N-diisopropylethylamine were added to a suspension of 1.14 g of 4-(1-hydroxy-1-methylethyl)-2-propylimidazole-5-carboxylic acid [prepared as described in step (i) above] in 12 ml of N,N-dimethylacetamide, and the resulting mixture was stirred at room temperature for 10 minutes; 1.36 ml of pivaloyloxymethyl chloride was then added. The reaction mixture was stirred at 60° C. for 4 hours, after which it was mixed with ethyl acetate and water. The ethyl acetate layer was separated and c... The reactants are ClC(=O)[C@@H]1C([C@@H]1\C=C(\C(F)(F)F)/Cl)(C)C ((±)-cis-1-chlorocarbonyl-3-(Z-2-chloro-3,3,3-trifluoroprop-1-en-1-yl)-2,2-dimethylcyclopropane), ClC1=C(CO)C(=CC=C1)F (2-chloro-6-fluorobenzyl alcohol), N1=CC=CC=C1 (pyridine), C1(=CC=CC=C1)C (toluene). Solvent: C(C)OCC (diethyl ether). Reaction conditions: temperature 25 celsius, time 6 hour. Yields the product Cl\C(=C/[C@H]1C([C@H]1C(=O)OCC1=C(C=CC=C1F)Cl)(C)C)\C(F)(F)F (2-chloro-6-fluorobenzyl(±)-cis-3-(Z-2-chloro-3,3,3-trifluoroprop-1-en-1-yl)-2,2-dimethylcyclopropane carboxylate). Isolated yield 55.4%. Reaction SMILES: Cl[C:2]([C@H:4]1[C@@H:6](/[CH:7]=[C:8](\[Cl:13])/[C:9]([F:12])([F:11])[F:10])[C:5]1([CH3:15])[CH3:14])=[O:3].[Cl:16][C:17]1[CH:24]=[CH:23][CH:22]=[C:21]([F:25])[C:18]=1[CH2:19][OH:20].N1C=CC=CC=1.C1(C)C=CC=CC=1>C(OCC)C>[Cl:13]/[C:8](/[C:9]([F:12])([F:11])[F:10])=[CH:7]\[C@@H:6]1[C@H:4]([C:2]([O:20][CH2:19][C:18]2[C:21]([F:25])=[CH:22][CH:23]=[CH:24][C:17]=2[Cl:16])=[O:3])[C:5]1([CH3:15])[CH3:14]. Reported procedure: A mixture of (±)-cis-1-chlorocarbonyl-3-(Z-2-chloro-3,3,3-trifluoroprop-1-en-1-yl)-2,2-dimethylcyclopropane (0.82 g), 2-chloro-6-fluorobenzyl alcohol (1.0 g), pyridine (0.275 g) and dry toluene (50 ml) was stirred at the ambient temperature (ca. 25° C.) for a period of 6 hours and then kept for a further period of 72 hours without stirring. The mixture was diluted with diethyl ether (350 ml) and the resultant mixture washed with water, with dilute aqueous sodium carbonate solution, and then drie... Starting materials: C(C)(C)OC1=C(C(C1(F)F)(F)F)F (2,3,3,4,4-pentafluorocyclobutenyl isopropyl ether). The solvent is CCOCC (ether). Product: C(C)(C)OC1C(C(C1)(F)F)(F)F (2,2,3,3-Tetrafluorocyclobutyl isopropyl ether). Isolated yield 66.0%. Reaction SMILES: [CH:1]([O:4][C:5]1[C:8]([F:10])([F:9])[C:7]([F:12])([F:11])[C:6]=1F)([CH3:3])[CH3:2]>CCOCC>[CH:1]([O:4][CH:5]1[CH2:6][C:7]([F:11])([F:12])[C:8]1([F:9])[F:10])([CH3:3])[CH3:2]. Reported procedure: 280 g (1.39 mol) of 2,3,3,4,4-pentafluorocyclobutenyl isopropyl ether are hydrogenated in 1200 ml of ether as described in Example 5 and the mixture is worked up. 2,2,3,3-Tetrafluorocyclobutyl isopropyl ether is obtained in this way in a yield of 66% of theory.